Dataset: the Open Reaction Database (ORD), a public repository of structured organic reaction records. Task: describe an organic reaction: reactants, conditions, products, and yield The reactants are C(#N)C=1C=C(C(=O)NC2=NON=C2C2=NOC(N2C2=CC(=C(C=C2)F)C#N)=O)C=CC1 (3-cyano-N-{4-[4-(3-cyano-4-fluorophenyl)-5-oxo-4,5-dihydro-1,2,4-oxadiazol-3-yl}-1,2,5-oxadiazol-3-yl]benzamide), P(Cl)(Cl)(Cl)(Cl)Cl (phosphorus pentachloride), C(#N)[BH3-].[Na+] (sodium cyanoborohydride). Run in C1=CC=CC=C1 (benzene). Reaction conditions: temperature 90 celsius, time 2 hour. Yields the product C(#N)C=1C=C(CNC=2C(=NON2)C2=NOC(N2C=2C=CC(=C(C#N)C2)F)=O)C=CC1 (5-[3-{4-[(3-cyanobenzyl)amino]-1,2,5-oxadiazol-3-yl}-5-oxo-1,2,4-oxadiazol-4(5H)-yl]-2-fluorobenzonitrile). As a reaction SMILES: [C:1]([C:3]1[CH:4]=[C:5]([CH:29]=[CH:30][CH:31]=1)[C:6]([NH:8][C:9]1[C:13]([C:14]2[N:18]([C:19]3[CH:24]=[CH:23][C:22]([F:25])=[C:21]([C:26]#[N:27])[CH:20]=3)[C:17](=[O:28])[O:16][N:15]=2)=[N:12][O:11][N:10]=1)=O)#[N:2].P(Cl)(Cl)(Cl)(Cl)Cl.C([BH3-])#N.[Na+]>C1C=CC=CC=1>[C:1]([C:3]1[CH:4]=[C:5]([CH:29]=[CH:30][CH:31]=1)[CH2:6][NH:8][C:9]1[C:13]([C:14]2[N:18]([C:19]3[CH:24]=[CH:23][C:22]([F:25])=[C:21]([CH:20]=3)[C:26]#[N:27])[C:17](=[O:28])[O:16][N:15]=2)=[N:12][O:11][N:10]=1)#[N:2] |f:2.3|. Reported procedure: A solution of 3-cyano-N-{4-[4-(3-cyano-4-fluorophenyl)-5-oxo-4,5-dihydro-1,2,4-oxadiazol-3-yl}-1,2,5-oxadiazol-3-yl]benzamide (30 mg, 72 μmol) in benzene (2 mL) at 0° C. was treated with phosphorus pentachloride (45 mg, 0.22 mmol) and stirred at 90° C. for 2 h. The reaction mixture was concentrated, diluted with ethanol (2.5 mL), treated with sodium cyanoborohydride (14 mg, 0.22 mmol), and stirred for 16 h. The reaction mixture was purified by preparative LCMS to give the intermediate 5-[3-{4-[(... Starting materials: CC(C)(C)C(=O)c1sc(N)nc1-c1ccco1, ClCCCl, Cl, CN(C)C=O, O, O=C(O)c1ccncc1, On1nnc2ccccc21. The product is CC(C)(C)C(=O)c1sc(NC(=O)c2ccncc2)nc1-c1ccco1. Reaction SMILES: [C:1]([CH3:2])([CH3:3])([CH3:4])[C:5](=[O:6])[c:7]1[c:8](-[c:13]2[o:14][cH:15][cH:16][cH:17]2)[n:9][c:10]([NH2:12])[s:11]1.[CH2:27]([Cl:28])[CH2:29][Cl:30].[ClH:31].[O:43]=[CH:44][N:45]([CH3:46])[CH3:47].[OH2:32].[OH:18][C:19](=[O:20])[c:21]1[cH:22][cH:23][n:24][cH:25][cH:26]1.[OH:33][n:34]1[c:35]2[cH:36][cH:37][cH:38][cH:39][c:40]2[n:41][n:42]1>>[C:1]([CH3:2])([CH3:3])([CH3:4])[C:5](=[O:6])[c:7]1[c:8](-[c:13]2[o:14][cH:15][cH:16][cH:17]2)[n:9][c:10]([NH:12][C:19](=[O:18])[c:21]2[cH:22][cH:23][n:24][cH:25][cH:26]2)[s:11]1. Starting materials: C(=C)C1=CC=C(CCl)C=C1 (4-vinylbenzylchloride), OC1=CC=C(CO)C=C1 (4-hydroxybenzyl alcohol), [OH-].[K+] (potassium hydroxide), C(C)(C)(C)C1=CC(=CC(=C1O)C(C)(C)C)C (2,6-di-tert-butyl-p-cresol), ArH. Solvent: C(C)O (ethanol). Conditions: time 30 minute. Product: C(=C)C1=CC=C(COC2=CC=C(C=C2)CO)C=C1 (p-Hydroxymethylphenyl 4-vinylbenzyl ether). Yield: 77.0%. Reaction SMILES: [OH:1][C:2]1[CH:9]=[CH:8][C:5]([CH2:6][OH:7])=[CH:4][CH:3]=1.[OH-].[K+].C(C1C(O)=C(C(C)(C)C)C=C(C)C=1)(C)(C)C.[CH:28]([C:30]1[CH:37]=[CH:36][C:33]([CH2:34]Cl)=[CH:32][CH:31]=1)=[CH2:29]>C(O)C>[CH:28]([C:30]1[CH:37]=[CH:36][C:33]([CH2:34][O:1][C:2]2[CH:9]=[CH:8][C:5]([CH2:6][OH:7])=[CH:4][CH:3]=2)=[CH:32][CH:31]=1)=[CH2:29] |f:1.2|. Reported procedure: A mixture of 4-hydroxybenzyl alcohol (56.7 g, 0.459 molar), 85% potassium hydroxide (32.4 g, 0.459 molar) and 2,6-di-tert-butyl-p-cresol (1 g) in ethanol (600 ml) was stirred at room temperature for 30 minutes. To this mixture was added 4-vinylbenzylchloride (70.5 g, 0.459 molar) very rapidly and it was then heated to 80° C. for 6 hours and stirred at ambient temperature overnight. The mixture was cooled, filtered and the solvent reduced to 300 ml by placing on a rotary evaporator. The solution ... Reactants: Cc1nc2c(n1Cc1ccccc1)-c1ccccc1N(C(=O)c1ccc(OCCCN3CCN(CCC(C)(C)C)CC3)c(F)c1)CC2, CC(=O)O, CO, [OH-], [OH-], [Pd+2]. Yields the product Cc1nc2c([nH]1)-c1ccccc1N(C(=O)c1ccc(OCCCN3CCN(CCC(C)(C)C)CC3)c(F)c1)CC2. RXN SMILES: [CH2:1]([c:2]1[cH:3][cH:4][cH:5][cH:6][cH:7]1)[n:8]1[c:9]([CH3:47])[n:10][c:11]2[c:17]1-[c:16]1[c:15]([cH:21][cH:20][cH:19][cH:18]1)[N:14]([C:22](=[O:23])[c:24]1[cH:25][c:26]([F:46])[c:27]([O:30][CH2:31][CH2:32][CH2:33][N:34]3[CH2:35][CH2:36][N:37]([CH2:40][CH2:41][C:42]([CH3:43])([CH3:44])[CH3:45])[CH2:38][CH2:39]3)[cH:28][cH:29]1)[CH2:13][CH2:12]2.[CH3:48][C:49](=[O:50])[OH:51].[CH3:52][OH:53].[OH-:54].[OH-:56].[Pd+2:55]>>[nH:8]1[c:9]([CH3:47])[n:10][c:11]2[c:17]1-[c:16]1[c:15]([cH:21][cH:20][cH:19][cH:18]1)[N:14]([C:22](=[O:23])[c:24]1[cH:25][c:26]([F:46])[c:27]([O:30][CH2:31][CH2:32][CH2:33][N:34]3[CH2:35][CH2:36][N:37]([CH2:40][CH2:41][C:42]([CH3:43])([CH3:44])[CH3:45])[CH2:38][CH2:39]3)[cH:28][cH:29]1)[CH2:13][CH2:12]2. Reactants: C(C)(C)N(C(C)C)CC (N,N-diisopropylethylamine), O[C@H]1C(N(CC1)C1=CC=C(C=C1)S(=O)(=O)NC=1SC=CN1)=O ((R)-4-(3-hydroxy-2-oxopyrrolidin-1-yl)-N-(thiazol-2-yl)benzenesulfonamide), C(C=C)Br (allylbromide). Solvent: C(Cl)Cl (CH2Cl2). Reaction conditions: time 19 hour. Yields the product C(C=C)N(S(=O)(=O)C1=CC=C(C=C1)N1C([C@@H](CC1)O)=O)C=1SC=CN1 ((R)—N-Allyl-4-(3-hydroxy-2-oxopyrrolidin-1-yl)-N-(thiazol-2-yl)benzenesulfonamide). The yield is 96.6%. Reaction SMILES: [OH:1][C@@H:2]1[CH2:6][CH2:5][N:4]([C:7]2[CH:12]=[CH:11][C:10]([S:13]([NH:16][C:17]3[S:18][CH:19]=[CH:20][N:21]=3)(=[O:15])=[O:14])=[CH:9][CH:8]=2)[C:3]1=[O:22].[CH:23](N(CC)C(C)C)([CH3:25])[CH3:24].C(Br)C=C>C(Cl)Cl>[CH2:25]([N:16]([C:17]1[S:18][CH:19]=[CH:20][N:21]=1)[S:13]([C:10]1[CH:11]=[CH:12][C:7]([N:4]2[CH2:5][CH2:6][C@@H:2]([OH:1])[C:3]2=[O:22])=[CH:8][CH:9]=1)(=[O:14])=[O:15])[CH:23]=[CH2:24]. Procedure details: To a stirring suspension of (R)-4-(3-hydroxy-2-oxopyrrolidin-1-yl)-N-(thiazol-2-yl)benzenesulfonamide (200 mg, 0.59 mmol) in CH2Cl2 (0.50 mL), under N2, at 0° C., was added N,N-diisopropylethylamine (0.10 mL, 0.59 mmol) followed by allylbromide (51 uL, 0.59 mmol). The mixture was stirred at ambient temperature for 19 hours. The mixture was evaporated to dryness under reduced pressure. The residue was purified via silica gel using 50% EtOAc in hexanes to give the desired sulfonamide as a white so... Starting materials: S(O)(O)(=O)=O (sulfuric acid), BrCCC(=O)O (3-bromopropionic acid), C=C(C)C (isobutene). The solvent is C(C)OCC (diethyl ether). Conditions: temperature -20 celsius. Yields the product BrCCC(=O)OC(C)(C)C (tert-butyl 3-bromopropionate). Reaction SMILES: S(=O)(=O)(O)O.[Br:6][CH2:7][CH2:8][C:9]([OH:11])=[O:10].[CH2:12]=[C:13]([CH3:15])[CH3:14]>C(OCC)C>[Br:6][CH2:7][CH2:8][C:9]([O:11][C:13]([CH3:15])([CH3:14])[CH3:12])=[O:10]. Procedure details: 7 ml of sulfuric acid were added to a solution of 100 g of 3-bromopropionic acid in 200 ml of diethyl ether, and the reaction mixture was cooled to -20° C. Then 123 ml of liquified isobutene were added. The reaction mixture was stirred at room temperature in a pressure vessel for several hours. Subsequently, for working up, the reaction mixture was poured into dilute ice-cold aqueous sodium hydroxide solution. The ether phase was separated and the aqueous phase was extracted once more with ether... The reactants are FC(C=1C=C2C=CC=NC2=CC1)(F)F (6-trifluoromethyl-quinoline), N1=CC=CC=C1 (pyridine), BrBr (bromine). The solvent is ClC(Cl)(Cl)Cl (tetrachloromethane), ClC(Cl)(Cl)Cl (tetrachloromethane). Run at time 1 hour. Product: BrC=1C=NC2=CC=C(C=C2C1)C(F)(F)F (3-bromo-6-trifluoromethyl-quinoline). RXN SMILES: [F:1][C:2]([F:14])([F:13])[C:3]1[CH:4]=[C:5]2[C:10](=[CH:11][CH:12]=1)[N:9]=[CH:8][CH:7]=[CH:6]2.[Br:15]Br.N1C=CC=CC=1>ClC(Cl)(Cl)Cl>[Br:15][C:7]1[CH:8]=[N:9][C:10]2[C:5]([CH:6]=1)=[CH:4][C:3]([C:2]([F:1])([F:13])[F:14])=[CH:12][CH:11]=2. Reported procedure: 19.7 g of 6-trifluoromethyl-quinoline is introduced into 200 ml of tetrachloromethane. 5.2 ml of bromine is instilled and the solution is refluxed for one hour. Within twenty minutes, 7.9 g of pyridine in 8 ml of tetrachloromethane is instilled in the boiling solution. After one hour, it is allowed to cool, decanted from the precipitated salt and the solution is concentrated by evaporation. After column chromatography, 14.6 g of 3-bromo-6-trifluoromethyl-quinoline of melting point 79° C. is obta... The product is CCCN(CC)c1ccc(Sc2ccc(C(=O)Nc3ccc(Br)cn3)cc2Nc2ncnc3nc(C(C)C)ccc23)cc1. Starting materials: CCCNc1ccc(Sc2ccc(C(=O)Nc3ccc(Br)cn3)cc2Nc2ncnc3nc(C(C)C)ccc23)cc1, CC(=O)O[BH-](OC(C)=O)OC(C)=O, CO, CC=O, ClCCl, [Na+]. Reaction SMILES: [Br:1][c:2]1[cH:3][cH:4][c:5]([NH:8][C:9]([c:10]2[cH:11][c:12]([NH:27][c:28]3[c:29]4[c:30]([n:31][cH:32][n:33]3)[n:34][c:35]([CH:38]([CH3:39])[CH3:40])[cH:36][cH:37]4)[c:13]([S:16][c:17]3[cH:18][cH:19][c:20]([NH:23][CH2:24][CH2:25][CH3:26])[cH:21][cH:22]3)[cH:14][cH:15]2)=[O:41])[n:6][cH:7]1.[C:42]([CH3:43])([O:44][BH-:45]([O:46][C:47](=[O:48])[CH3:49])[O:50][C:51](=[O:52])[CH3:53])=[O:54].[CH3:59][OH:60].[CH:56](=[O:57])[CH3:58].[Cl:61][CH2:62][Cl:63].[Na+:55]>>[Br:1][c:2]1[cH:3][cH:4][c:5]([NH:8][C:9]([c:10]2[cH:11][c:12]([NH:27][c:28]3[c:29]4[c:30]([n:31][cH:32][n:33]3)[n:34][c:35]([CH:38]([CH3:39])[CH3:40])[cH:36][cH:37]4)[c:13]([S:16][c:17]3[cH:18][cH:19][c:20]([N:23]([CH2:24][CH2:25][CH3:26])[CH2:42][CH3:43])[cH:21][cH:22]3)[cH:14][cH:15]2)=[O:41])[n:6][cH:7]1. The reactants are Cl(=O)(=O)(=O)O (perchloric acid), CON=C(C(=O)NC1[C@@H]2N(C(C(CS2)O)C(=O)O)C1=O)C(C)=NNC(=O)OCC (7-(2-methoxyimino-3-ethoxycarbonylhydrazonobutyramido)-3-hydroxycepham-4-carboxylic acid). The solvent is CC(=O)C (acetone). Reaction conditions: time 30 minute. Product: CON=C(C(=O)NC1[C@@H]2N(C(C(CS2)O)C(=O)O)C1=O)C(C)=O (7-(2-methoxyimino-3-oxobutyramido)-3-hydroxycepham-4-carboxylic acid). Reaction SMILES: Cl(O)(=O)(=O)=[O:2].[CH3:6][O:7][N:8]=[C:9]([C:26](=NNC(OCC)=O)[CH3:27])[C:10]([NH:12][CH:13]1[C:24](=[O:25])[N:15]2[CH:16]([C:21]([OH:23])=[O:22])[CH:17]([OH:20])[CH2:18][S:19][C@H:14]12)=[O:11]>CC(C)=O>[CH3:6][O:7][N:8]=[C:9]([C:26](=[O:2])[CH3:27])[C:10]([NH:12][CH:13]1[C:24](=[O:25])[N:15]2[CH:16]([C:21]([OH:23])=[O:22])[CH:17]([OH:20])[CH2:18][S:19][C@H:14]12)=[O:11]. Procedure: 70% Aqueous perchloric acid (0.05 ml.) was added to a solution of 7-(2-methoxyimino-3-ethoxycarbonylhydrazonobutyramido)-3-hydroxycepham-4-carboxylic acid (syn isomer, 40 mg.) in acetone (5 ml.), and stirred at room temperature for 30 minutes. The reaction mixture was treated in a similar manner to that of Example 10-(4) to give 7-(2-methoxyimino-3-oxobutyramido)-3-hydroxycepham-4-carboxylic acid (syn isomer, 26 mg.).